Dataset: the Open Reaction Database (ORD), a public repository of structured organic reaction records. Task: describe an organic reaction: reactants, conditions, products, and yield Reactants: COC(C(OC=1C=C2C=C(C=NC2=CC1)C#C[Si](C)(C)C)OC)=O (methoxy-(3-trimethylsilanylethynyl-quinolin-6-yloxy)-acetic acid methyl ester), [OH-].[Na+] (sodium hydroxide), C(C)(=O)OCC (Ethyl acetate), O (water). The solvent is C(C)O (ethanol). Reaction conditions: time 1 hour. Yields the product C(#C)C=1C=NC2=CC=C(C=C2C1)OC(C(=O)O)OC ((3-ethynyl-quinolin-6-yloxy)-metoxy-acetic acid). Isolated yield 77.2%. Reaction SMILES: C[O:2][C:3](=[O:24])[CH:4]([O:22][CH3:23])[O:5][C:6]1[CH:7]=[C:8]2[C:13](=[CH:14][CH:15]=1)[N:12]=[CH:11][C:10]([C:16]#[C:17][Si](C)(C)C)=[CH:9]2.[OH-].[Na+].C(OCC)(=O)C.O>C(O)C>[C:16]([C:10]1[CH:11]=[N:12][C:13]2[C:8]([CH:9]=1)=[CH:7][C:6]([O:5][CH:4]([O:22][CH3:23])[C:3]([OH:24])=[O:2])=[CH:15][CH:14]=2)#[CH:17] |f:1.2|. Procedure: To a solution of methoxy-(3-trimethylsilanylethynyl-quinolin-6-yloxy)-acetic acid methyl ester (1.99 g) in ethanol (14 mL) was added a solution of sodium hydroxide 2N (4 mL) at 0° C. The reaction mixture was stirred at room temperature for 1 hour. Ethyl acetate and water were added. The mixture was stirred. The two layers were separated. The aqueous layer was acidified at pH 1 with HCl 2N. Then it was extracted with ethyl acetate (twice). The organic layer was dried over sodium sulphate, filtere... Starting materials: CC(=Cc1ccc(C(C)(C)C)cc1)CO, CCCCC, BrP(Br)Br, c1ccncc1. Yields the product CC(=Cc1ccc(C(C)(C)C)cc1)CBr. As a reaction SMILES: [C:1]([CH3:2])([CH3:3])([CH3:4])[c:5]1[cH:6][cH:7][c:8]([CH:11]=[C:12]([CH2:13][OH:14])[CH3:15])[cH:9][cH:10]1.[CH3:26][CH2:27][CH2:28][CH2:29][CH3:30].[P:22]([Br:23])([Br:24])[Br:25].[cH:16]1[cH:17][cH:18][n:19][cH:20][cH:21]1>>[C:1]([CH3:2])([CH3:3])([CH3:4])[c:5]1[cH:6][cH:7][c:8]([CH:11]=[C:12]([CH2:13][Br:23])[CH3:15])[cH:9][cH:10]1. The reactants are BrC=1C=C(C=CC1)N(C(OC)=O)CCC(C1=CC=CC=C1)=O (methyl 3-bromophenyl(3-oxo-3-phenylpropyl)carbamate), C(C=C)[Mg]Br (allylmagnesium bromide). Run in C1CCOC1 (THF). Run at time 3 hour. The product is C(C=C)C1(CCN(C(O1)=O)C1=CC(=CC=C1)Br)C1=CC=CC=C1 (6-allyl-3-(3-bromophenyl)-6-phenyl-1,3-oxazinan-2-one). Yield: 47.0%. RXN SMILES: [Br:1][C:2]1[CH:3]=[C:4]([N:8]([CH2:13][CH2:14][C:15](=[O:22])[C:16]2[CH:21]=[CH:20][CH:19]=[CH:18][CH:17]=2)[C:9](=[O:12])OC)[CH:5]=[CH:6][CH:7]=1.[CH2:23]([Mg]Br)[CH:24]=[CH2:25]>C1COCC1>[CH2:25]([C:15]1([C:16]2[CH:17]=[CH:18][CH:19]=[CH:20][CH:21]=2)[O:22][C:9](=[O:12])[N:8]([C:4]2[CH:5]=[CH:6][CH:7]=[C:2]([Br:1])[CH:3]=2)[CH2:13][CH2:14]1)[CH:24]=[CH2:23]. Procedure details: To a solution of methyl 3-bromophenyl(3-oxo-3-phenylpropyl)carbamate (250 mg, 0.69 mmol) in dry THF (2 mL) was added dropwise 1 M allylmagnesium bromide (10 mL) −78° C. The reaction mixture was stirred at rt for 3 h. The resulting mixture was quenched with sattd aq NH4Cl and extracted with EtOAc. The combined organic layers were washed with brine, dried over anhydrous Na2SO4 and concentrated to give 6-allyl-3-(3-bromophenyl)-6-phenyl-1,3-oxazinan-2-one (120 mg, 47%). 1H NMR (400 MHz, CDCl3): δ=2... The reactants are BrC1=CC(=C2CCC(C2=C1)=O)C(=O)O (6-bromo-4-carboxy-1-indanone), NC1=CC=CC=C1 (aniline), NCC(=O)OC(C)(C)C (t-butyl glycinate). Product: C1(=CC=CC=C1)NC(CCC#C)=O (N-phenylpent-4-ynamide). As a reaction SMILES: BrC1C=C2[C:5]([CH2:6][CH2:7][C:8]2=[O:11])=[C:4](C(O)=O)C=1.[NH2:15][C:16]1[CH:21]=[CH:20][CH:19]=[CH:18][CH:17]=1.NCC(OC(C)(C)C)=O>>[C:16]1([NH:15][C:8](=[O:11])[CH2:7][CH2:6][C:5]#[CH:4])[CH:21]=[CH:20][CH:19]=[CH:18][CH:17]=1. Procedure: The procedure for Example 41 was used, substituting 4-pentynoic acid for 6-bromo-4-carboxy-1-indanone and aniline for t-butyl glycinate to provide Example 645. MS (ESI): m/z 174 (M+H)+. Starting materials: ClN1NC(=CC(=N1)Cl)NC=1C=C(C(=CC1)C=CC=1C(=CC(=CC1)NC1=CC(=NN(N1)Cl)Cl)S(=O)(=O)O)S(=O)(=O)O (4,4′-Bis-(2,4-dichlorotriazin-6-ylamino)-stilbene-2,2′-disulfonic acid), NC1=CC2=C(C=C(C=C2C=C1S(=O)(=O)O)S(=O)(=O)O)S(=O)(=O)O (2-aminonaphthalene-3,6,8-trisulfonic acid). Procedure: 4,4′-Bis-(2,4-dichlorotriazin-6-ylamino)-stilbene-2,2′-disulfonic acid was reacted with 2-aminonaphthalene-3,6,8-trisulfonic acid in a similar manner to Example 5. The product is ClN1NC(=CC(=N1)NC1=CC2=C(C=C(C=C2C=C1S(=O)(=O)O)S(=O)(=O)O)S(=O)(=O)O)NC1=CC(C(C=C1)C=CC1=CC=C(C=C1)NC1=CC(=NN(N1)Cl)NC1=CC2=C(C=C(C=C2C=C1S(=O)(=O)O)S(=O)(=O)O)S(=O)(=O)O)(S(=O)(=O)O)S(=O)(=O)O (4,4′-bis-[2-chloro-4-(3,6,8-trisulfonaphth-2-yl-amino-)triazin-6-ylamino]-stilbene-2,2-disulfonic acid). RXN SMILES: [Cl:1][N:2]1[N:7]=[C:6](Cl)[CH:5]=[C:4]([NH:9][C:10]2[CH:11]=[C:12](S(O)(=O)=O)[C:13]([CH:16]=[CH:17][C:18]3[C:19](S(O)(=O)=O)=[CH:20][C:21]([NH:24][C:25]4[NH:30][N:29]([Cl:31])[N:28]=[C:27](Cl)[CH:26]=4)=[CH:22][CH:23]=3)=[CH:14][CH:15]=2)[NH:3]1.[NH2:41][C:42]1[C:51]([S:52]([OH:55])(=[O:54])=[O:53])=[CH:50][C:49]2[C:44](=[C:45]([S:60]([OH:63])(=[O:62])=[O:61])[CH:46]=[C:47]([S:56]([OH:59])(=[O:58])=[O:57])[CH:48]=2)[CH:43]=1>>[Cl:1][N:2]1[N:7]=[C:6]([NH:41][C:42]2[C:51]([S:52]([OH:55])(=[O:54])=[O:53])=[CH:50][C:49]3[C:44](=[C:45]([S:60]([OH:63])(=[O:62])=[O:61])[CH:46]=[C:47]([S:56]([OH:59])(=[O:57])=[O:58])[CH:48]=3)[CH:43]=2)[CH:5]=[C:4]([NH:9][C:10]2[CH:15]=[CH:14][CH:13]([CH:16]=[CH:17][C:18]3[CH:23]=[CH:22][C:21]([NH:24][C:25]4[NH:30][N:29]([Cl:31])[N:28]=[C:27]([NH:41][C:42]5[C:51]([S:52]([OH:55])(=[O:54])=[O:53])=[CH:50][C:49]6[C:44](=[C:45]([S:60]([OH:63])(=[O:62])=[O:61])[CH:46]=[C:47]([S:56]([OH:59])(=[O:57])=[O:58])[CH:48]=6)[CH:43]=5)[CH:26]=4)=[CH:20][CH:19]=3)[C:12]([S:56]([OH:59])(=[O:58])=[O:57])([S:52]([OH:55])(=[O:54])=[O:53])[CH:11]=2)[NH:3]1.